Task: describe an organic reaction: reactants, conditions, products, and yield. Dataset: the Open Reaction Database (ORD), a public repository of structured organic reaction records Reported procedure: To a vial containing ethyl 5-(3-(4-chloro-3-(trifluoromethyl) benzenesulfonamido)-5-chloropyridin-2-yl)-4-isopropyl-4H-1,2,4-triazole-3-carboxylate (57 mg, 0.1 mmol) was added Me2NH in THF (1.0 mL of a 2.0M solution). The solution was stirred at room temperature for 16 h. EtOAc (30 mL) was added. The organic phase washed with water (2×10 mL) and dried over Na2SO4. The volatiles were removed in vacuo. The resulting residue was purified by preparative HPLC (20→95% gradient of MeCN—H2O with 0.1% TF... Yield: 7.0%. Conditions: time 16 hour. Product: ClC1=C(C=C(C=C1)S(=O)(=O)NC=1C(=NC=C(C1)Cl)C=1N(C(=NN1)C(=O)N(C)C)C(C)C)C(F)(F)F (5-(3-(4-chloro-3-(trifluoromethyl)benzenesulfonamido)-5-chloropyridin-2-yl)-4-isopropyl-N,N-dimethyl-4H-1,2,4-triazole-3-carboxamide). Run in C1CCOC1 (THF). Starting materials: N(C)C (Me2NH), solution, ClC1=C(C=C(C=C1)S(=O)(=O)NC=1C(=NC=C(C1)Cl)C=1N(C(=NN1)C(=O)OCC)C(C)C)C(F)(F)F (ethyl 5-(3-(4-chloro-3-(trifluoromethyl) benzenesulfonamido)-5-chloropyridin-2-yl)-4-isopropyl-4H-1,2,4-triazole-3-carboxylate), CCOC(=O)C (EtOAc). As a reaction SMILES: [Cl:1][C:2]1[CH:7]=[CH:6][C:5]([S:8]([NH:11][C:12]2[C:13]([C:19]3[N:20]([CH:29]([CH3:31])[CH3:30])[C:21]([C:24](OCC)=[O:25])=[N:22][N:23]=3)=[N:14][CH:15]=[C:16]([Cl:18])[CH:17]=2)(=[O:10])=[O:9])=[CH:4][C:3]=1[C:32]([F:35])([F:34])[F:33].[NH:36]([CH3:38])[CH3:37].CCOC(C)=O>C1COCC1>[Cl:1][C:2]1[CH:7]=[CH:6][C:5]([S:8]([NH:11][C:12]2[C:13]([C:19]3[N:20]([CH:29]([CH3:31])[CH3:30])[C:21]([C:24]([N:36]([CH3:38])[CH3:37])=[O:25])=[N:22][N:23]=3)=[N:14][CH:15]=[C:16]([Cl:18])[CH:17]=2)(=[O:10])=[O:9])=[CH:4][C:3]=1[C:32]([F:34])([F:33])[F:35]. Starting materials: ClC1=C(C=CC=C1)C1CC(C=2C(=CC=NC2C1)C)=O (7-(2-chlorophenyl)-4-methyl-5,6,7,8-tetrahydroquinolin-5-one), C1(=CC=C(C=C1)S(=O)(=O)O)C.NNC(=N)NO (1-amino-3-hydroxyguanidine p-toluenesulfonate), Cl (hydrochloric acid). The solvent is C(C)O (ethanol). Reaction conditions: temperature 90 celsius, time 3 hour. Yields the product Cl.ClC1=C(C=CC=C1)C1CC(C=2C(=CC=NC2C1)C)=NNC(NO)=N (7-(2-chlorophenyl)-5-(1-hydroxyguanidin-3-yl)imino-4-methyl-5,6,7,8-tetrahydroquinoline hydrochloride). The yield is 166.3%. As a reaction SMILES: [Cl:1][C:2]1[CH:7]=[CH:6][CH:5]=[CH:4][C:3]=1[CH:8]1[CH2:17][C:16]2[N:15]=[CH:14][CH:13]=[C:12]([CH3:18])[C:11]=2[C:10](=O)[CH2:9]1.C1(C)C=CC(S(O)(=O)=O)=CC=1.[NH2:31][NH:32][C:33]([NH:35][OH:36])=[NH:34].Cl>C(O)C>[ClH:1].[Cl:1][C:2]1[CH:7]=[CH:6][CH:5]=[CH:4][C:3]=1[CH:8]1[CH2:17][C:16]2[N:15]=[CH:14][CH:13]=[C:12]([CH3:18])[C:11]=2[C:10](=[N:31][NH:32][C:33](=[NH:34])[NH:35][OH:36])[CH2:9]1 |f:1.2,5.6|. Procedure: A mixture of 7-(2-chlorophenyl)-4-methyl-5,6,7,8-tetrahydroquinolin-5-one (679 mg), 1-amino-3-hydroxyguanidine p-toluenesulfonate (917 mg) and concentrated hydrochloric acid (0.3 ml) in ethanol (10 ml) was stirred at 90° C. (bath temperature) for 3 hours. The reaction solution was concentrated under reduced pressure, and to the residue were added ethyl acetate (40 ml), tetrahydrofuran (30 ml) and 0.2 N sodium hydroxide (50 ml). The mixture was shaken, and the separated upper layer was washed wit... Starting materials: N#CC(O)c1cccc(Oc2ccccc2)n1, CN(C)c1ccncc1, CC1(C)C(C(=O)[O-])C1c1cnc(C2CCCCC2)nc1, ClCCl. The product is CC1(C)C(C(=O)OC(C#N)c2cccc(Oc3ccccc3)n2)C1c1cnc(C2CCCCC2)nc1. RXN SMILES: [C:21](#[N:22])[CH:23]([OH:24])[c:25]1[n:26][c:27]([O:31][c:32]2[cH:33][cH:34][cH:35][cH:36][cH:37]2)[cH:28][cH:29][cH:30]1.[CH3:38][N:39]([CH3:40])[c:41]1[cH:42][cH:43][n:44][cH:45][cH:46]1.[CH:1]1([c:7]2[n:8][cH:9][c:10]([CH:13]3[C:14]([CH3:19])([CH3:20])[CH:15]3[C:16](=[O:17])[O-:18])[cH:11][n:12]2)[CH2:2][CH2:3][CH2:4][CH2:5][CH2:6]1.[Cl:47][CH2:48][Cl:49]>>[CH:1]1([c:7]2[n:8][cH:9][c:10]([CH:13]3[C:14]([CH3:19])([CH3:20])[CH:15]3[C:16](=[O:17])[O:18][CH:23]([C:21]#[N:22])[c:25]3[n:26][c:27]([O:31][c:32]4[cH:33][cH:34][cH:35][cH:36][cH:37]4)[cH:28][cH:29][cH:30]3)[cH:11][n:12]2)[CH2:2][CH2:3][CH2:4][CH2:5][CH2:6]1. The reactants are C(N)(=O)C=1C=C(OCCCCN(CC(COC2=CC=C(C=C2)OCCOC)O)CC2=CC=CC=C2)C=CC1O (1-[N-[4-(3-carbamoyl-4-hydroxyphenoxy)butyl]benzylamino]-3-[4-(2-methoxyethoxy)phenoxy]propan-2-ol). Run in CO (methanol). Yields the product C(N)(=O)C=1C=C(OCCCCNCC(COC2=CC=C(C=C2)OCCOC)O)C=CC1O (1-[4-(3-carbamoyl-4-hydroxyphenoxy)butylamino]-3-[4-(2-methoxyethoxy)phenoxy]propan-2-ol). As a reaction SMILES: [C:1]([C:4]1[CH:5]=[C:6]([CH:36]=[CH:37][C:38]=1[OH:39])[O:7][CH2:8][CH2:9][CH2:10][CH2:11][N:12](CC1C=CC=CC=1)[CH2:13][CH:14]([OH:28])[CH2:15][O:16][C:17]1[CH:22]=[CH:21][C:20]([O:23][CH2:24][CH2:25][O:26][CH3:27])=[CH:19][CH:18]=1)(=[O:3])[NH2:2]>CO>[C:1]([C:4]1[CH:5]=[C:6]([CH:36]=[CH:37][C:38]=1[OH:39])[O:7][CH2:8][CH2:9][CH2:10][CH2:11][NH:12][CH2:13][CH:14]([OH:28])[CH2:15][O:16][C:17]1[CH:18]=[CH:19][C:20]([O:23][CH2:24][CH2:25][O:26][CH3:27])=[CH:21][CH:22]=1)(=[O:3])[NH2:2]. Procedure details: A solution of 25 g of crude 1-[N-[4-(3-carbamoyl-4-hydroxyphenoxy)butyl]benzylamino]-3-[4-(2-methoxyethoxy)phenoxy]propan-2-ol in 250 ml of methanol is hydrogenated and worked up analogously to Example 4. The resulting crystalline crude product is recrystallised from isopropanol and yields 1-[4-(3-carbamoyl-4-hydroxyphenoxy)butylamino]-3-[4-(2-methoxyethoxy)phenoxy]propan-2-ol having a melting point of 122°-124°. Reactants: FC1=C(C=CC(=C1)F)N1C=C(C(C2=CC(=C(C(=C12)F)F)F)=O)C(=O)O (1-(2,4-difluorophenyl)-6,7,8-trifluoro-1,4- dihydro-4-oxoquinoline-3-carboxylic acid), NC=1C=C2CNCC2=CC1 (5-aminoisoindoline), C1CCC2=NCCCN2CC1 (DBU). Solvent: CN(C)C=O (DMF). The product is NC=1C=C2CN(CC2=CC1)C1=C(C=C2C(C(=CN(C2=C1F)C1=C(C=C(C=C1)F)F)C(=O)O)=O)F (7-(5-amino-2-isoindolinyl)-1-(2,4-difluorophenyl)-6,8- difluoro-1,4-dihydro-4-oxoquinoline-3-carboxylic acid). Isolated yield 20.0%. As a reaction SMILES: [F:1][C:2]1[CH:7]=[C:6]([F:8])[CH:5]=[CH:4][C:3]=1[N:9]1[C:18]2[C:13](=[CH:14][C:15]([F:21])=[C:16](F)[C:17]=2[F:19])[C:12](=[O:22])[C:11]([C:23]([OH:25])=[O:24])=[CH:10]1.[NH2:26][C:27]1[CH:28]=[C:29]2[C:33](=[CH:34][CH:35]=1)[CH2:32][NH:31][CH2:30]2.C1CCN2C(=NCCC2)CC1>CN(C=O)C>[NH2:26][C:27]1[CH:28]=[C:29]2[C:33](=[CH:34][CH:35]=1)[CH2:32][N:31]([C:16]1[C:17]([F:19])=[C:18]3[C:13]([C:12](=[O:22])[C:11]([C:23]([OH:25])=[O:24])=[CH:10][N:9]3[C:3]3[CH:4]=[CH:5][C:6]([F:8])=[CH:7][C:2]=3[F:1])=[CH:14][C:15]=1[F:21])[CH2:30]2. Procedure details: 178 mg of 1-(2,4-difluorophenyl)-6,7,8-trifluoro-1,4- dihydro-4-oxoquinoline-3-carboxylic acid, 81 mg of 5-aminoisoindoline, 137 mg of DBU, and 1.5 ml of anhydrous DMF were processed in the same manner as in Example 20 to produce 47 mg of the target compound. Starting materials: N1N=C(C=C1)N1C(NCC1)=O (1-(1H-pyrazol-3-yl)imidazolidin-2-one), [H-].[Na+] (NaH), CC1=CC=C(C=C1)S(=O)(=O)OC[C@@H]1CC[C@H](CC1)NC(C1=C(C=CC(=C1)C(F)(F)F)Cl)=O (Trans-(4-(2-chloro-5-(trifluoromethyl)benzamido)cyclohexyl)methyl 4-methylbenzenesulfonate). The solvent is C(C)#N (acetonitrile). Run at time 30 minute. The product is ClC1=C(C(=O)N[C@@H]2CC[C@H](CC2)CN2N=C(C=C2)N2C(NCC2)=O)C=C(C=C1)C(F)(F)F (Trans-2-chloro-N-(4-((3-(2-oxoimidazolidin-1-yl)-1H-pyrazol-1-yl)methyl)cyclohexyl)-5-(trifluoromethyl)benzamide). Reaction SMILES: [NH:1]1[CH:5]=[CH:4][C:3]([N:6]2[CH2:10][CH2:9][NH:8][C:7]2=[O:11])=[N:2]1.[H-].[Na+].CC1C=CC(S(O[CH2:25][C@H:26]2[CH2:31][CH2:30][C@H:29]([NH:32][C:33](=[O:45])[C:34]3[CH:39]=[C:38]([C:40]([F:43])([F:42])[F:41])[CH:37]=[CH:36][C:35]=3[Cl:44])[CH2:28][CH2:27]2)(=O)=O)=CC=1>C(#N)C>[Cl:44][C:35]1[CH:36]=[CH:37][C:38]([C:40]([F:41])([F:42])[F:43])=[CH:39][C:34]=1[C:33]([NH:32][C@H:29]1[CH2:30][CH2:31][C@H:26]([CH2:25][N:1]2[CH:5]=[CH:4][C:3]([N:6]3[CH2:10][CH2:9][NH:8][C:7]3=[O:11])=[N:2]2)[CH2:27][CH2:28]1)=[O:45] |f:1.2|. Procedure: 1-(1H-pyrazol-3-yl)imidazolidin-2-one (410 mg, 2.69 mmol) is placed in a microwave vial with acetonitrile (12 mL). NaH (60%, 108 mg, 2.69 mmol) is added and the reaction mixture is stirred at RT for 30 minutes. Trans-(4-(2-chloro-5-(trifluoromethyl)benzamido)cyclohexyl)methyl 4-methylbenzenesulfonate (1.20 g (0.20 mmol) is added and the mixture is heated using microwave radiation at 120° C. for 30 minutes. The mixture is partitioned between DCM and water. The organic phase is washed with water a... Reactants: CCOC(=O)C1CC(N(C)C(C)C)CCC1N1CCC(NC(=O)OCc2ccccc2)C1=O, CO. The product is CCOC(=O)C1CC(N(C)C(C)C)CCC1N1CCC(N)C1=O. RXN SMILES: [CH2:1]([O:2][C:3](=[O:4])[NH:11][CH:12]1[C:13](=[O:33])[N:14]([CH:17]2[CH:18]([C:28](=[O:29])[O:30][CH2:31][CH3:32])[CH2:19][CH:20]([N:23]([CH3:24])[CH:25]([CH3:26])[CH3:27])[CH2:21][CH2:22]2)[CH2:15][CH2:16]1)[c:5]1[cH:6][cH:7][cH:8][cH:9][cH:10]1.[CH3:34][OH:35]>>[NH2:11][CH:12]1[C:13](=[O:33])[N:14]([CH:17]2[CH:18]([C:28](=[O:29])[O:30][CH2:31][CH3:32])[CH2:19][CH:20]([N:23]([CH3:24])[CH:25]([CH3:26])[CH3:27])[CH2:21][CH2:22]2)[CH2:15][CH2:16]1. Reported procedure: A Schlenk tube was charged with CuI (19.5 mg, 0.102 mmol, 10 mol %), 4-bromobiphenyl (234 mg, 1.00 mmol), NaI (300 mg, 2.00 mmol), evacuated and backfilled with argon. Ethylenediamine (13.5 μL, 0.202 mmol, 20 mol %) and sulfolane (1.0 mL) were added under argon. The Schlenk tube was sealed with a Teflon valve and the reaction mixture was stirred at 130° C. for 23 h. The resulting suspension was allowed to reach room temperature, poured into hexane (20 mL) and washed with water (3×20 mL). The com... Yield: 93.5%. The solvent is CCCCCC (hexane). Reagents/catalysts: [Cu]I (CuI). The reactants are BrC1=CC=C(C=C1)C1=CC=CC=C1 (4-bromobiphenyl), [Na+].[I-] (NaI), C(CN)N (Ethylenediamine), S1(=O)(=O)CCCC1 (sulfolane). Product: IC1=CC=C(C=C1)C1=CC=CC=C1 (4-iodobiphenyl). RXN SMILES: Br[C:2]1[CH:7]=[CH:6][C:5]([C:8]2[CH:13]=[CH:12][CH:11]=[CH:10][CH:9]=2)=[CH:4][CH:3]=1.[Na+].[I-:15].C(N)CN.S1(CCCC1)(=O)=O>[Cu]I.CCCCCC>[I:15][C:2]1[CH:7]=[CH:6][C:5]([C:8]2[CH:13]=[CH:12][CH:11]=[CH:10][CH:9]=2)=[CH:4][CH:3]=1 |f:1.2|. Run at temperature 130 celsius, time 23 hour.